Dataset: the Open Reaction Database (ORD), a public repository of structured organic reaction records. Task: describe an organic reaction: reactants, conditions, products, and yield Product: CC(C)Cc1sc(C#N)c2c1C(=O)CC(C)(C)C2. The reactants are CC1(C)CC(=O)c2c(S(C)(=O)=O)sc(C#N)c2C1, CC(C)C[Mg+], C1CCOC1, [Cl-]. Reaction SMILES: [C:1](#[N:2])[c:3]1[s:4][c:5]([S:15]([CH3:16])(=[O:17])=[O:18])[c:6]2[c:7]1[CH2:8][C:9]([CH3:13])([CH3:14])[CH2:10][C:11]2=[O:12].[CH2:20]([CH:21]([CH3:22])[CH3:23])[Mg+:24].[CH2:25]1[O:26][CH2:27][CH2:28][CH2:29]1.[Cl-:19]>>[C:1](#[N:2])[c:3]1[s:4][c:5]([CH2:20][CH:21]([CH3:22])[CH3:23])[c:6]2[c:7]1[CH2:8][C:9]([CH3:13])([CH3:14])[CH2:10][C:11]2=[O:12]. Starting materials: BrC1=CC=C(C=C1)C1=C(C(=NO1)C)C(O)C=1N=NN(C1)CC1=C(C=CC=C1F)Cl ([5-(4-bromo-phenyl)-3-methyl-isoxazol-4-yl]-[1-(2-chloro-6-fluoro-benzyl)-1H-[1,2,3]triazol-4-yl]-methanol), C(C)OC(=O)C1(CC1)C1=CC=C(C=C1)B1OC(C(O1)(C)C)(C)C (1-[4-(4,4,5,5-tetramethyl-[1,3,2]dioxaborolan-2-yl)-phenyl]-cyclopropanecarboxylic acid ethyl ester). Product: C(C)OC(=O)C1(CC1)C1=CC=C(C=C1)C1=CC=C(C=C1)C1=C(C(=NO1)C)C(O)C=1N=NN(C1)CC1=C(C=CC=C1F)Cl (1-[4′-(4-{[1-(2-Chloro-6-fluoro-benzyl)-1H-[1,2,3]triazol-4-yl]-hydroxy-methyl}-3-methyl-isoxazol-5-yl)-biphenyl-4-yl]-cyclopropanecarboxylic acid ethyl ester). RXN SMILES: Br[C:2]1[CH:7]=[CH:6][C:5]([C:8]2[O:12][N:11]=[C:10]([CH3:13])[C:9]=2[CH:14]([C:16]2[N:17]=[N:18][N:19]([CH2:21][C:22]3[C:27]([F:28])=[CH:26][CH:25]=[CH:24][C:23]=3[Cl:29])[CH:20]=2)[OH:15])=[CH:4][CH:3]=1.[CH2:30]([O:32][C:33]([C:35]1([C:38]2[CH:43]=[CH:42][C:41](B3OC(C)(C)C(C)(C)O3)=[CH:40][CH:39]=2)[CH2:37][CH2:36]1)=[O:34])[CH3:31]>>[CH2:30]([O:32][C:33]([C:35]1([C:38]2[CH:43]=[CH:42][C:41]([C:2]3[CH:7]=[CH:6][C:5]([C:8]4[O:12][N:11]=[C:10]([CH3:13])[C:9]=4[CH:14]([C:16]4[N:17]=[N:18][N:19]([CH2:21][C:22]5[C:27]([F:28])=[CH:26][CH:25]=[CH:24][C:23]=5[Cl:29])[CH:20]=4)[OH:15])=[CH:4][CH:3]=3)=[CH:40][CH:39]=2)[CH2:36][CH2:37]1)=[O:34])[CH3:31]. Procedure: Prepared according to the procedure described in Example 1, Step 10, using [5-(4-bromo-phenyl)-3-methyl-isoxazol-4-yl]-[1-(2-chloro-6-fluoro-benzyl)-1H-[1,2,3]triazol-4-yl]-methanol and 1-[4-(4,4,5,5-tetramethyl-[1,3,2]dioxaborolan-2-yl)-phenyl]-cyclopropanecarboxylic acid ethyl ester. Reactants: C(#N)C1=CC=NC=C1 (4-cyanopyridine), NC=1SC(=CC1C(=O)OCC)C (2-amino-5-methyl-3-ethoxycarbonyl-thiophene), O=P(Cl)(Cl)Cl (POCl3). Yields the product ClC=1C2=C(N=C(N1)C1=CC=NC=C1)SC(=C2)C (4-chloro-2-(pyridin-4-yl)-6-methyl-thieno-[2,3-d]-pyrimidine). As a reaction SMILES: [C:1]([C:3]1[CH:8]=[CH:7][N:6]=[CH:5][CH:4]=1)#[N:2].[NH2:9][C:10]1[S:11][C:12]([CH3:20])=[CH:13][C:14]=1[C:15](OCC)=O.O=P(Cl)(Cl)[Cl:23]>>[Cl:23][C:15]1[C:14]2[CH:13]=[C:12]([CH3:20])[S:11][C:10]=2[N:9]=[C:1]([C:3]2[CH:8]=[CH:7][N:6]=[CH:5][CH:4]=2)[N:2]=1. Reported procedure: With the procedure of Example 477, the reaction of 4-cyanopyridine and 2-amino-5-methyl-3-ethoxycarbonyl-thiophene, and the subsequent reaction with POCl3 yields 4-chloro-2-(pyridin-4-yl)-6-methyl-thieno-[2,3-d]-pyrimidine Reactants: BrC1=CC=2C(=NC=C(N2)CCC2=CC(=CC(=C2)OC)OC)N1 (6-bromo-2-[2-(3,5-dimethoxyphenyl)ethyl]-5H-pyrrolo[2,3-b]pyrazine), CN(C(=O)C=1C=C(C=CC1F)B(O)O)C (3-(dimethylcarbamoyl)-4-fluorophenylboronic acid). The product is COC=1C=C(CCC=2N=C3C(=NC2)NC(=C3)C=3C=CC(=C(C(=O)N(C)C)C3)F)C=C(C1)OC (5-(2-(3,5-Dimethoxyphenethyl)-5H-pyrrolo[2,3-b]pyrazin-6-yl)-2-fluoro-N,N-dimethylbenzamide). Reaction SMILES: Br[C:2]1[NH:22][C:5]2=[N:6][CH:7]=[C:8]([CH2:10][CH2:11][C:12]3[CH:17]=[C:16]([O:18][CH3:19])[CH:15]=[C:14]([O:20][CH3:21])[CH:13]=3)[N:9]=[C:4]2[CH:3]=1.[CH3:23][N:24]([CH3:37])[C:25]([C:27]1[CH:28]=[C:29](B(O)O)[CH:30]=[CH:31][C:32]=1[F:33])=[O:26]>>[CH3:21][O:20][C:14]1[CH:13]=[C:12]([CH:17]=[C:16]([O:18][CH3:19])[CH:15]=1)[CH2:11][CH2:10][C:8]1[N:9]=[C:4]2[CH:3]=[C:2]([C:29]3[CH:30]=[CH:31][C:32]([F:33])=[C:27]([CH:28]=3)[C:25]([N:24]([CH3:37])[CH3:23])=[O:26])[NH:22][C:5]2=[N:6][CH:7]=1. Procedure: The compound was prepared by using procedure analogous to those described for the synthesis of Example 53, Step 2 starting from 6-bromo-2-[2-(3,5-dimethoxyphenyl)ethyl]-5H-pyrrolo[2,3-b]pyrazine and 3-(dimethylcarbamoyl)-4-fluorophenylboronic acid (from Combi-Blocks). LCMS calculated for C25H26FN4O3 (M+H)+: m/z=449.2. Found 449.1.